From a dataset of the Open Reaction Database (ORD), a public repository of structured organic reaction records. describe an organic reaction: reactants, conditions, products, and yield Starting materials: N=1NN=CC1 (2H-1,2,3-triazole), [H-].[Na+] (sodium hydride), ice water, CC(C(=O)OC1=C(C=C(C=C1)CBr)Cl)(C)C (4-bromomethyl-2-chlorophenyl 2,2-di-methylpropanoate), [H][H] (hydrogen). Run in CN(C=O)C (N,N-dimethylformamide), CN(C=O)C (N,N-di-methylformamide). Conditions: temperature 10 celsius, time 2 hour. Product: CC(C(=O)OC1=C(C=C(C=C1)CN1N=CC=N1)Cl)(C)C (2-chloro-4-(2-2H-1,2,3-triazolyl)methylphenyl 2,2-dimethylpropanoate). Reaction SMILES: [N:1]1[NH:2][N:3]=[CH:4][CH:5]=1.[H-].[Na+].[H][H].[CH3:10][C:11]([CH3:25])([CH3:24])[C:12]([O:14][C:15]1[CH:20]=[CH:19][C:18]([CH2:21]Br)=[CH:17][C:16]=1[Cl:23])=[O:13]>CN(C)C=O>[CH3:10][C:11]([CH3:25])([CH3:24])[C:12]([O:14][C:15]1[CH:20]=[CH:19][C:18]([CH2:21][N:2]2[N:3]=[CH:4][CH:5]=[N:1]2)=[CH:17][C:16]=1[Cl:23])=[O:13] |f:1.2|. Procedure details: A mixture of 2.26 g of 2H-1,2,3-triazole, 1.31 g of sodium hydride (60% oil dispersion) and 100 ml of anhydrous N,N-dimethylformamide was stirred at 60° to 70° C. under a nitrogen atmosphere for 2 hours. After the evolution of hydrogen gas ceased, the mixture was cooled to 10° C. To this mixture was added dropwise an anhydrous N,N-di-methylformamide (150 ml) solution of 10 g of 4-bromomethyl-2-chlorophenyl 2,2-di-methylpropanoate at room temperature under stirring over 1 hour, and the mixture wa... Starting materials: COC=1C=2N(C=C(C1)C=1C=NN(C1)C)N=CC2CN2CC1(C2)CCN(CC1)C(=O)OC(C)(C)C (tert-butyl 2-{[4-methoxy-6-(1-methyl-1H-pyrazol-4-yl)pyrazolo[1,5-a]pyridin-3-yl]methyl}-2,7-diazaspiro[3.5]nonane-7-carboxylate), FC(C(=O)O)(F)F (trifluoroacetic acid). The solvent is ClCCl (dichloromethane). Reaction conditions: time 30 minute. Product: C1N(CC12CCNCC2)CC=2C=NN1C2C(=CC(=C1)C=1C=NN(C1)C)OC (3-(2,7-diazaspiro[3.5]non-2-ylmethyl)-4-methoxy-6-(1-methyl-1H-pyrazol-4-yl)pyrazolo[1,5-a]pyridine). As a reaction SMILES: [CH3:1][O:2][C:3]1[C:4]2[N:5]([N:15]=[CH:16][C:17]=2[CH2:18][N:19]2[CH2:22][C:21]3([CH2:27][CH2:26][N:25](C(OC(C)(C)C)=O)[CH2:24][CH2:23]3)[CH2:20]2)[CH:6]=[C:7]([C:9]2[CH:10]=[N:11][N:12]([CH3:14])[CH:13]=2)[CH:8]=1.FC(F)(F)C(O)=O>ClCCl>[CH2:20]1[C:21]2([CH2:27][CH2:26][NH:25][CH2:24][CH2:23]2)[CH2:22][N:19]1[CH2:18][C:17]1[CH:16]=[N:15][N:5]2[CH:6]=[C:7]([C:9]3[CH:10]=[N:11][N:12]([CH3:14])[CH:13]=3)[CH:8]=[C:3]([O:2][CH3:1])[C:4]=12. Reported procedure: To a solution of tert-butyl 2-{[4-methoxy-6-(1-methyl-1H-pyrazol-4-yl)pyrazolo[1,5-a]pyridin-3-yl]methyl}-2,7-diazaspiro[3.5]nonane-7-carboxylate (47 mg, 0.10 mmol) in dichloromethane (2 ml) was added trifluoroacetic acid (0.008 mL, 0.1 mmol). After 30 minutes, the reaction mixture was concentrated. The residue was dissolved in methanol and eluted through a bicarbonate resin cartridge (StratoSpheres SPE, PL-HCO3 MP SPE) to give 3-(2,7-diazaspiro[3.5]non-2-ylmethyl)-4-methoxy-6-(1-methyl-1H-pyraz... Reactants: C(CC)OC1=CC=C(C=O)C=C1 (4-propoxybenzaldehyde), COC1=C(C=C(C=C1)OC)C(C)=O (2′,5′-dimethoxyacetophenone), [OH-].[Na+] (sodium hydroxide). Solvent: CO (methanol). Conditions: time 18 hour. The product is C(CC)OC1=CC=C(C=C1)\C=C\C(=O)C1=C(C=CC(=C1)OC)OC ((E)-1-(4-propoxyphenyl)-3-(2,5-dimethoxyphenyl)prop-1-en-3-one). The yield is 48.7%. As a reaction SMILES: [CH2:1]([O:4][C:5]1[CH:12]=[CH:11][C:8]([CH:9]=O)=[CH:7][CH:6]=1)[CH2:2][CH3:3].[CH3:13][O:14][C:15]1[CH:20]=[CH:19][C:18]([O:21][CH3:22])=[CH:17][C:16]=1[C:23](=[O:25])[CH3:24].[OH-].[Na+]>CO>[CH2:1]([O:4][C:5]1[CH:12]=[CH:11][C:8](/[CH:9]=[CH:24]/[C:23]([C:16]2[CH:17]=[C:18]([O:21][CH3:22])[CH:19]=[CH:20][C:15]=2[O:14][CH3:13])=[O:25])=[CH:7][CH:6]=1)[CH2:2][CH3:3] |f:2.3|. Procedure details: To a stirred solution of 4-propoxybenzaldehyde (1 g, 6.1 mmol) and 2′,5′-dimethoxyacetophenone (1.1 g, 6.1 mmol) in methanol (15 ml) was added 50% w/v solution of aqueous sodium hydroxide (9.7 ml, 0.122 mol). The reaction mixture was stirred at room temperature for 18 h. A precipitate was isolated by filtration and subsequently recrystallised from ethanol to afford 0.97 g (49%) of pale yellow crystals. 1H-NMR (CDCl3) δ 1.0 (t, 3H), 1.8 (m, 2H), 3.7 (s, 3H), 3.8 (s, 3H), 3.9 (t, 2H), 6.9 (m, 3H),... Starting materials: NC=1SC(=C(N1)C)C(=O)NCC=1C=NC=CC1 (2-amino-4-methyl-N-(pyridin-3-ylmethyl)thiazole-5-carboxamide), C(=O)(N1C=NC=C1)N1C=NC=C1 (1,1′-carbonyldiimidazole), FC1=CC=C(CCNCC(OC)OC)C=C1 (N-(4-fluorophenethyl)-2,2-dimethoxyethanamine). Run in O1CCCC1 (tetrahydrofuran). Run at time 6 hour. The product is COC(CN(C(NC=1SC(=C(N1)C)C(=O)NCC=1C=NC=CC1)=O)CCC1=CC=C(C=C1)F)OC (2-(3-(2,2-dimethoxyethyl)-3-(4-fluorophenethyl)ureido)-4-methyl-N-(pyridin-3-ylmethyl)thiazole-5-carboxamide). Isolated yield 19.0%. RXN SMILES: [NH2:1][C:2]1[S:3][C:4]([C:8]([NH:10][CH2:11][C:12]2[CH:13]=[N:14][CH:15]=[CH:16][CH:17]=2)=[O:9])=[C:5]([CH3:7])[N:6]=1.[C:18](N1C=CN=C1)(N1C=CN=C1)=[O:19].[F:30][C:31]1[CH:45]=[CH:44][C:34]([CH2:35][CH2:36][NH:37][CH2:38][CH:39]([O:42][CH3:43])[O:40][CH3:41])=[CH:33][CH:32]=1>O1CCCC1>[CH3:43][O:42][CH:39]([O:40][CH3:41])[CH2:38][N:37]([CH2:36][CH2:35][C:34]1[CH:33]=[CH:32][C:31]([F:30])=[CH:45][CH:44]=1)[C:18](=[O:19])[NH:1][C:2]1[S:3][C:4]([C:8]([NH:10][CH2:11][C:12]2[CH:13]=[N:14][CH:15]=[CH:16][CH:17]=2)=[O:9])=[C:5]([CH3:7])[N:6]=1. Procedure: To a solution of 2-amino-4-methyl-N-(pyridin-3-ylmethyl)thiazole-5-carboxamide (0.50 g, 2.01 mmol) in tetrahydrofuran (30 mL) was added 1,1′-carbonyldiimidazole (0.39 g, 2.41 mmol) at ambient temperature. The resulting reaction mixture was stirred at ambient temperature for 6 hours and N-(4-fluorophenethyl)-2,2-dimethoxyethanamine (0.59 g, 2.61 mmol) was added. The reaction mixture was stired for 17 hour at ambient temperature. The solvent was removed in vacuo, and the residue was purified by co... The product is CCc1nc(-c2ccc(OC)cc2C)c(CC)nc1NC1COCC1O. Starting materials: CCc1nc(NC2COCC2O)c(CC)nc1Br, COc1ccc(B(O)O)c(C)c1, CCc1nc(-c2ccc(Cl)cc2Cl)c(CC)nc1NC1c2ccccc2CC1O. Reaction SMILES: [Br:30][c:31]1[n:32][c:33]([CH2:46][CH3:47])[c:34]([NH:39][CH:40]2[CH:41]([OH:45])[CH2:42][O:43][CH2:44]2)[n:35][c:36]1[CH2:37][CH3:38].[CH3:48][c:49]1[c:50]([B:57]([OH:58])[OH:59])[cH:51][cH:52][c:53]([O:55][CH3:56])[cH:54]1.[Cl:1][c:2]1[cH:3][c:4]([Cl:5])[cH:6][cH:7][c:8]1-[c:9]1[n:10][c:11]([CH2:12][CH3:13])[c:14]([NH:15][CH:16]2[c:17]3[c:18]([cH:19][cH:20][cH:21][cH:22]3)[CH2:23][CH:24]2[OH:25])[n:26][c:27]1[CH2:28][CH3:29]>>[c:31]1(-[c:50]2[c:49]([CH3:48])[cH:54][c:53]([O:55][CH3:56])[cH:52][cH:51]2)[n:32][c:33]([CH2:46][CH3:47])[c:34]([NH:39][CH:40]2[CH:41]([OH:45])[CH2:42][O:43][CH2:44]2)[n:35][c:36]1[CH2:37][CH3:38]. Reactants: O=C([O-])[O-], COC(=O)C(CI)NC(=O)OC(C)(C)C, [Cs+], [Cs+], N#CCc1ccccc1F, CN(C)C=O. The product is COC(=O)C(CC(C#N)c1ccccc1F)NC(=O)OC(C)(C)C. RXN SMILES: [C:16](=[O:17])([O-:18])[O-:19].[C:1]([CH3:2])([CH3:3])([CH3:4])[O:5][C:6](=[O:7])[NH:8][CH:9]([CH2:10][I:11])[C:12](=[O:13])[O:14][CH3:15].[Cs+:20].[Cs+:21].[F:22][c:23]1[c:24]([CH2:29][C:30]#[N:31])[cH:25][cH:26][cH:27][cH:28]1.[O:32]=[CH:33][N:34]([CH3:35])[CH3:36]>>[C:1]([CH3:2])([CH3:3])([CH3:4])[O:5][C:6](=[O:7])[NH:8][CH:9]([CH2:10][CH:29]([c:24]1[c:23]([F:22])[cH:28][cH:27][cH:26][cH:25]1)[C:30]#[N:31])[C:12](=[O:13])[O:14][CH3:15]. RXN SMILES: [NH2:1][N:2]1[N:11]=[C:10]([C:12]2[CH:17]=[CH:16][CH:15]=[CH:14][CH:13]=2)[C:9]2[C:4](=[CH:5][CH:6]=[C:7]([F:18])[CH:8]=2)[C:3]1=[O:19].[C:20]12([CH2:30][C:31](O)=[O:32])[CH2:29][CH:24]3[CH2:25][CH:26]([CH2:28][CH:22]([CH2:23]3)[CH2:21]1)[CH2:27]2>>[C:20]12([CH2:30][C:31]([NH:1][N:2]3[N:11]=[C:10]([C:12]4[CH:17]=[CH:16][CH:15]=[CH:14][CH:13]=4)[C:9]4[C:4](=[CH:5][CH:6]=[C:7]([F:18])[CH:8]=4)[C:3]3=[O:19])=[O:32])[CH2:27][CH:26]3[CH2:25][CH:24]([CH2:23][CH:22]([CH2:28]3)[CH2:21]1)[CH2:29]2. Starting materials: NN1C(C2=CC=C(C=C2C(=N1)C1=CC=CC=C1)F)=O (2-amino-6-fluoro-4-phenylphthalazin-1(2H)-one), C12(CC3CC(CC(C1)C3)C2)CC(=O)O (2-(adamant-1-yl)acetic acid). Procedure: The product from Example 35E and 2-(adamant-1-yl)acetic acid were processed using a method similar to that described in Example 17C to afford the title compound. 1H NMR (500 MHz, DMSO-d6) δ ppm 1.49-1.76 (m, 12H) 1.86-1.99 (m, 3H) 2.06 (s, 2H) 7.39 (dd, J=9.46, 2.44 Hz, 1H) 7.52-7.67 (m, 5H) 7.71-7.94 (m, 1H) 8.49 (dd, J=8.85, 5.49 Hz, 1H) 11.29 (s, 1H); MS (ESI) m/z 432 (M+H)+. The product is C12(CC3CC(CC(C1)C3)C2)CC(=O)NN2C(C3=CC=C(C=C3C(=N2)C2=CC=CC=C2)F)=O (2-(1-adamantyl)-N-(6-fluoro-1-oxo-4-phenylphthalazin-2(1H)-yl)acetamide). Starting materials: CCCCCCCCC=CCCCCCCCC(=O)Cl, Nc1cccc2cncc(Br)c12. The product is CCCCCCCCC=CCCCCCCCC(=O)Nc1cccc2cncc(Br)c12. RXN SMILES: [C:13]([CH2:14][CH2:15][CH2:16][CH2:17][CH2:18][CH2:19][CH2:20][CH:21]=[CH:22][CH2:23][CH2:24][CH2:25][CH2:26][CH2:27][CH2:28][CH2:29][CH3:30])(=[O:31])[Cl:32].[NH2:1][c:2]1[c:3]2[c:4]([Br:12])[cH:5][n:6][cH:7][c:8]2[cH:9][cH:10][cH:11]1>>[NH:1]([c:2]1[c:3]2[c:4]([Br:12])[cH:5][n:6][cH:7][c:8]2[cH:9][cH:10][cH:11]1)[C:13]([CH2:14][CH2:15][CH2:16][CH2:17][CH2:18][CH2:19][CH2:20][CH:21]=[CH:22][CH2:23][CH2:24][CH2:25][CH2:26][CH2:27][CH2:28][CH2:29][CH3:30])=[O:31]. Reactants: OCCC1NCCCC1 (2-(2-Hydroxyethyl)piperidine), C=1C=CC2=C(C1)N=NN2O (HOBt), ClCCCC(=O)[O-] (4-chlorobutyrate). The solvent is CN(C=O)C (N,N-dimethylformamide). Product: ClCCCC(=O)C1CC(NCC1)CCO (4-(chlorobutanoyl)-2-(2-hydroxyethyl)piperidine). Reaction SMILES: [OH:1][CH2:2][CH2:3][CH:4]1[CH2:9][CH2:8][CH2:7][CH2:6][NH:5]1.C1C=CC2N(O)N=NC=2C=1.[Cl:20][CH2:21][CH2:22][CH2:23][C:24]([O-])=[O:25]>CN(C)C=O>[Cl:20][CH2:21][CH2:22][CH2:23][C:24]([CH:8]1[CH2:7][CH2:6][NH:5][CH:4]([CH2:3][CH2:2][OH:1])[CH2:9]1)=[O:25]. Procedure: 2-(2-Hydroxyethyl)piperidine, HOBt and WSCI are added to N,N-dimethylformamide solution of 4-chlorobutyrate while being cooled with ice and the mixture is reacted at room temperature to obtain 1-(4-(chlorobutanoyl)-2-(2-hydroxyethyl)piperidine.